From a dataset of the Open Reaction Database (ORD), a public repository of structured organic reaction records. describe an organic reaction: reactants, conditions, products, and yield Starting materials: ClC(C)OC(=O)Cl (1-chloroethylchloroformate), C(CCCCC)O (n-hexanol), C(CCCCC)O (n-hexanol), N1=CC=CC=C1 (pyridine), C(C)(=O)OCC (ethyl acetate). Solvent: ClCCl (dichloromethane), ClCCl (dichloromethane). Reaction conditions: time 1.5 hour. Product: C(CCCCC)OC(=O)OC(C)Cl (1-(n-hexyloxycarbonyloxy)ethyl-chloride). Isolated yield 91.0%. Reaction SMILES: [CH2:1]([OH:7])[CH2:2][CH2:3][CH2:4][CH2:5][CH3:6].N1C=CC=CC=1.[Cl:14][CH:15]([O:17][C:18](Cl)=[O:19])[CH3:16].C(OCC)(=O)C>ClCCl>[CH2:1]([O:7][C:18]([O:17][CH:15]([Cl:14])[CH3:16])=[O:19])[CH2:2][CH2:3][CH2:4][CH2:5][CH3:6]. Procedure details: A mixture solution of 3.130 g of n-hexanol [Compound (10)] and 2.42 g of pyridine in 30 ml of dry dichloromethane was cooled to -78° C. To this mixture solution was added dropwise a solution of 4.289 g of 1-chloroethylchloroformate in 15 ml of dry dichloromethane for 1 hour. Then, the reaction mixture was stirred for 1.5 hour under ice-cooling and for 15 hours at room temperature. After the reaction, ethyl acetate was added to the reaction mixture. The organic layer was washed with 1N--HCl, satu... Starting materials: COC1=C(C(=O)OC)C=CC(=C1)OS(=O)(=O)C(F)(F)F (methyl 2-methoxy-4-trifluoromethanesulfonyloxybenzoate), S(O)(O)(=O)=O (sulfuric acid), C(C)(=O)O (acetic acid). Reported procedure: A mixture of methyl 2-methoxy-4-trifluoromethanesulfonyloxybenzoate (3.49 g), sulfuric acid (90%, 0.1 mL), acetic acid (10 mL) and water (2 mL) was heated under reflux for 16 hrs. The reaction mixture was diluted with water, and the mixture was extracted with ethyl acetate. The organic layer was washed with water and brine, and dried over anhydrous magnesium sulfate. The solvent was evaporated under reduced pressure. The residue was purified by recrystallization (solvent: ethyl acetate/n-hexane)... The solvent is O (water), O (water). The yield is 37.5%. The product is COC1=C(C(=O)O)C=CC(=C1)OS(=O)(=O)C(F)(F)F (2-Methoxy-4-trifluoromethanesulfonyloxybenzoic acid). RXN SMILES: [CH3:1][O:2][C:3]1[CH:12]=[C:11]([O:13][S:14]([C:17]([F:20])([F:19])[F:18])(=[O:16])=[O:15])[CH:10]=[CH:9][C:4]=1[C:5]([O:7]C)=[O:6].S(=O)(=O)(O)O.C(O)(=O)C>O>[CH3:1][O:2][C:3]1[CH:12]=[C:11]([O:13][S:14]([C:17]([F:20])([F:18])[F:19])(=[O:16])=[O:15])[CH:10]=[CH:9][C:4]=1[C:5]([OH:7])=[O:6]. Starting materials: CC(C)(C)OC(=O)N1CCC(O)(CC(CO)OCc2ccccc2)CC1, Cc1ccc(S(=O)(=O)Cl)cc1, c1ccncc1. The product is CC(C)(C)OC(=O)N1CCC2(CC1)CC(OCc1ccccc1)CO2. Reaction SMILES: [CH2:1]([c:2]1[cH:3][cH:4][cH:5][cH:6][cH:7]1)[O:8][CH:9]([CH2:10][C:11]1([OH:24])[CH2:12][CH2:13][N:14]([C:17](=[O:18])[O:19][C:20]([CH3:21])([CH3:22])[CH3:23])[CH2:15][CH2:16]1)[CH2:25][OH:26].[S:27]([Cl:28])([c:29]1[cH:30][cH:31][c:32]([CH3:33])[cH:34][cH:35]1)(=[O:36])=[O:37].[cH:38]1[cH:39][cH:40][n:41][cH:42][cH:43]1>>[CH2:1]([c:2]1[cH:3][cH:4][cH:5][cH:6][cH:7]1)[O:8][CH:9]1[CH2:10][C:11]2([CH2:12][CH2:13][N:14]([C:17](=[O:18])[O:19][C:20]([CH3:21])([CH3:22])[CH3:23])[CH2:15][CH2:16]2)[O:24][CH2:25]1. The reactants are CS(=O)(=O)Nc1cc(C(=O)CCl)ccc1OCc1ccccc1, c1ccc(CNCc2ccccc2)cc1, CN(C)C=O. Product: CS(=O)(=O)Nc1cc(C(=O)CN(Cc2ccccc2)Cc2ccccc2)ccc1OCc1ccccc1. Reaction SMILES: [CH2:1]([c:2]1[cH:3][cH:4][cH:5][cH:6][cH:7]1)[O:8][c:9]1[c:10]([NH:19][S:20](=[O:21])(=[O:22])[CH3:23])[cH:11][c:12]([C:15]([CH2:16][Cl:17])=[O:18])[cH:13][cH:14]1.[CH2:24]([c:25]1[cH:26][cH:27][cH:28][cH:29][cH:30]1)[NH:31][CH2:32][c:33]1[cH:34][cH:35][cH:36][cH:37][cH:38]1.[CH3:39][N:40]([CH3:41])[CH:42]=[O:43]>>[CH2:1]([c:2]1[cH:3][cH:4][cH:5][cH:6][cH:7]1)[O:8][c:9]1[c:10]([NH:19][S:20](=[O:21])(=[O:22])[CH3:23])[cH:11][c:12]([C:15]([CH2:16][N:31]([CH2:24][c:25]2[cH:26][cH:27][cH:28][cH:29][cH:30]2)[CH2:32][c:33]2[cH:34][cH:35][cH:36][cH:37][cH:38]2)=[O:18])[cH:13][cH:14]1. Starting materials: CC(C)O, CCC=C1CCc2cc(OC)c(Cl)c(Cl)c2C1=O. The product is CCCC1CCc2cc(OC)c(Cl)c(Cl)c2C1=O. Reaction SMILES: [CH3:19][CH:20]([OH:21])[CH3:22].[Cl:1][c:2]1[c:3]([O:17][CH3:18])[cH:4][c:5]2[c:10]([c:11]1[Cl:12])[C:9](=[O:13])[C:8](=[CH:14][CH2:15][CH3:16])[CH2:7][CH2:6]2>>[Cl:1][c:2]1[c:3]([O:17][CH3:18])[cH:4][c:5]2[c:10]([c:11]1[Cl:12])[C:9](=[O:13])[CH:8]([CH2:14][CH2:15][CH3:16])[CH2:7][CH2:6]2. Starting materials: C([O-])(O)=O.[Na+] (sodium bicarbonate), FC1=C(C(=CC=C1)F)C1=C(C2=CC=C(C=C2C=C1)OC)C(=O)C1=CC=C(C=C1)OCCN1CCCCC1 ([2-(2,6-difluorophenyl)-6-methoxy-naphthalen-1-yl]-[4-(2-piperidin-1-ylethoxy)-phenyl]-methanone), C(Cl)(Cl)Cl.C(C)(C)O (chloroform isopropanol), B(Br)(Br)Br (boron tribromide). Solvent: C(Cl)Cl (methylene chloride). Conditions: time 1 hour. The product is FC1=C(C(=CC=C1)F)C1=C(C2=CC=C(C=C2C=C1)O)C(=O)C1=CC=C(C=C1)OCCN1CCCCC1 ([2-(2,6-Difluoro-phenyl)-6-hydroxy-naphthalen-1-yl]-[4-(2-piperidin-1-yl-ethoxy)-phenyl]-methanone). Reaction SMILES: [F:1][C:2]1[CH:7]=[CH:6][CH:5]=[C:4]([F:8])[C:3]=1[C:9]1[CH:18]=[CH:17][C:16]2[C:11](=[CH:12][CH:13]=[C:14]([O:19]C)[CH:15]=2)[C:10]=1[C:21]([C:23]1[CH:28]=[CH:27][C:26]([O:29][CH2:30][CH2:31][N:32]2[CH2:37][CH2:36][CH2:35][CH2:34][CH2:33]2)=[CH:25][CH:24]=1)=[O:22].B(Br)(Br)Br.C(Cl)(Cl)Cl.C(O)(C)C.C(=O)(O)[O-].[Na+]>C(Cl)Cl>[F:8][C:4]1[CH:5]=[CH:6][CH:7]=[C:2]([F:1])[C:3]=1[C:9]1[CH:18]=[CH:17][C:16]2[C:11](=[CH:12][CH:13]=[C:14]([OH:19])[CH:15]=2)[C:10]=1[C:21]([C:23]1[CH:28]=[CH:27][C:26]([O:29][CH2:30][CH2:31][N:32]2[CH2:33][CH2:34][CH2:35][CH2:36][CH2:37]2)=[CH:25][CH:24]=1)=[O:22] |f:2.3,4.5|. Reported procedure: Dissolve [2-(2,6-difluorophenyl)-6-methoxy-naphthalen-1-yl]-[4-(2-piperidin-1-ylethoxy)-phenyl]-methanone (1.5 gm., 3.0 mmoles) in 500 ml methylene chloride and chill in ice. To this solution add boron tribromide (6.0 ml, 63 mmoles) in portions with swirling between additions. Allow to come to room temp. and stir for one hour. Pour into a two-phase system consisting of an organic layer of 3/1 chloroform/isopropanol and an aqueous layer of saturated sodium bicarbonate. Separate the phases and dry... Starting materials: C(CCC)[Li] (n-Butyllithium), BrC1=CC(=CC=C1)I (1-bromo-3-iodobenzene), C(=O)(OC(C)(C)C)N1CC(CCC1)=O (1-boc-3-piperidone). Run in C1CCOC1 (THF), C1CCOC1 (THF). Conditions: temperature -78 celsius, time 15 minute. Product: C(C)(C)(C)OC(=O)N1CC(CCC1)(O)C1=CC(=CC=C1)Br (3-(3-Bromophenyl)-3-hydroxypiperidine-1-carboxylic acid tert-butyl ester). The yield is 32.3%. Reaction SMILES: C([Li])CCC.[Br:6][C:7]1[CH:12]=[CH:11][CH:10]=[C:9](I)[CH:8]=1.[C:14]([N:21]1[CH2:26][CH2:25][CH2:24][C:23](=[O:27])[CH2:22]1)([O:16][C:17]([CH3:20])([CH3:19])[CH3:18])=[O:15]>C1COCC1>[C:17]([O:16][C:14]([N:21]1[CH2:26][CH2:25][CH2:24][C:23]([C:9]2[CH:10]=[CH:11][CH:12]=[C:7]([Br:6])[CH:8]=2)([OH:27])[CH2:22]1)=[O:15])([CH3:20])([CH3:18])[CH3:19]. Procedure: n-Butyllithium (2.5 M in hexanes, 7.6 mL, 19.0 mmol) was added over 10 min to a solution of 1-bromo-3-iodobenzene (5.37 g, 19.0 mmol) in THF (100 mL) at −78° C. After 15 min, a solution of 1-boc-3-piperidone (3.44 g, 17.3 mmol) in THF (10 mL) was added and the resultant reaction mixture was left to stir at −78° C. for 1 h, then warmed to 0° C. and quenched by the addition of saturated aqueous ammonium chloride (50 mL). The mixture was allowed to warm to ambient temperature and partitioned betwee... The reactants are [H][H] (hydrogen), ClC1=CC(=C(C=C1)N1C(C(=C(C1=O)C)C)=O)F (N-(4-chloro-2-fluorophenyl)-2,3-dimethylmaleic acid imide). Reagents/catalysts: [Pt]=O (platinum oxide). Solvent: C(C)(=O)OCC (ethyl acetate). Conditions: time 5 hour. Yields the product FC1=C(C=CC(=C1)Cl)N1C([C@H]([C@H](C1=O)C)C)=O (cis-N-(2-fluoro-4-chlorophenyl)-2,3-dimethylsuccinimide). Reaction SMILES: [Cl:1][C:2]1[CH:7]=[CH:6][C:5]([N:8]2[C:12](=[O:13])[C:11]([CH3:14])=[C:10]([CH3:15])[C:9]2=[O:16])=[C:4]([F:17])[CH:3]=1.[H][H]>C(OCC)(=O)C.[Pt]=O>[F:17][C:4]1[CH:3]=[C:2]([Cl:1])[CH:7]=[CH:6][C:5]=1[N:8]1[C:12](=[O:13])[C@H:11]([CH3:14])[C@H:10]([CH3:15])[C:9]1=[O:16]. Procedure: A mixture of 7.5 g (0.03 mol) of N-(4-chloro-2-fluorophenyl)-2,3-dimethylmaleic acid imide and 400 mg of platinum oxide (PtO2) is hydrogenated with hydrogen in 75 ml of ethyl acetate at room temperature under normal pressure. After about 5 hours, the reduction is complete. The catalyst is then filtered off and the filtrate is concentrated in vacuo. 7.6 g (99% of the theoretical yield) of cis-N-(2-fluoro-4-chlorophenyl)-2,3-dimethylsuccinimide in the form of a yellowish oil which is uniform in a ... Starting materials: CC(C)Br, CCOCC, [Mg], O, O=S(=O)(O)O, N#Cc1ccc2ccccc2c1. Yields the product CC(C)C(=O)c1ccc2ccccc2c1. RXN SMILES: [Br:2][CH:3]([CH3:4])[CH3:5].[CH3:24][CH2:25][O:26][CH2:27][CH3:28].[Mg:1].[OH2:23].[S:18]([OH:19])(=[O:20])(=[O:21])[OH:22].[cH:6]1[c:7]([C:16]#[N:17])[cH:8][cH:9][c:10]2[cH:11][cH:12][cH:13][cH:14][c:15]12>>[CH:3]([CH3:4])([CH3:5])[C:16]([c:7]1[cH:6][c:15]2[c:10]([cH:9][cH:8]1)[cH:11][cH:12][cH:13][cH:14]2)=[O:19].